Dataset: the Open Reaction Database (ORD), a public repository of structured organic reaction records. Task: describe an organic reaction: reactants, conditions, products, and yield Starting materials: BrC=1C=NC=2N(C1)N=C(C2)C(=O)O (6-bromo-pyrazolo[1,5-a]pyrimidine-2-carboxylic acid), CC1CC2=C(CN1)C=CO2 (6-methyl-4,5,6,7-tetrahydro-furo[3,2-c]pyridine). The product is BrC=1C=NC=2N(C1)N=C(C2)C(=O)N2CC1=C(CC2C)OC=C1 ((6-Bromo-pyrazolo[1,5-a]pyrimidin-2-yl)-(6-methyl-6,7-dihydro-4H-furo[3,2-c]pyridin-5-yl)-methanone). Reaction SMILES: [Br:1][C:2]1[CH:3]=[N:4][C:5]2[N:6]([N:8]=[C:9]([C:11]([OH:13])=O)[CH:10]=2)[CH:7]=1.[CH3:14][CH:15]1[NH:20][CH2:19][C:18]2[CH:21]=[CH:22][O:23][C:17]=2[CH2:16]1>>[Br:1][C:2]1[CH:3]=[N:4][C:5]2[N:6]([N:8]=[C:9]([C:11]([N:20]3[CH:15]([CH3:14])[CH2:16][C:17]4[O:23][CH:22]=[CH:21][C:18]=4[CH2:19]3)=[O:13])[CH:10]=2)[CH:7]=1. Procedure: In close analogy to the procedure described in Example 1, 6-bromo-pyrazolo[1,5-a]pyrimidine-2-carboxylic acid is reacted with 6-methyl-4,5,6,7-tetrahydro-furo[3,2-c]pyridine to provide the title compound in moderate yield. Starting materials: C(C1=CC=CC=C1)OCC1(CC(C1)=O)CCCCCCCCCCCCCCCCCC (3-benzyloxymethyl-3-octadecyl cyclobutanone), ClC1=CC(=CC=C1)C(=O)OO (m-chloroperbenzoic acid), compound. Solvent: C(Cl)Cl (methylene chloride). The product is C(C1=CC=CC=C1)OCC1(CC(OC1)=O)CCCCCCCCCCCCCCCCCC (4-benzyloxymethyl-4-octadecyl-4,5-dihydro-2(3H)-furanone). As a reaction SMILES: [CH2:1]([O:8][CH2:9][C:10]1([CH2:15][CH2:16][CH2:17][CH2:18][CH2:19][CH2:20][CH2:21][CH2:22][CH2:23][CH2:24][CH2:25][CH2:26][CH2:27][CH2:28][CH2:29][CH2:30][CH2:31][CH3:32])[CH2:13][C:12](=[O:14])[CH2:11]1)[C:2]1[CH:7]=[CH:6][CH:5]=[CH:4][CH:3]=1.ClC1C=CC=C(C(OO)=[O:41])C=1>C(Cl)Cl>[CH2:1]([O:8][CH2:9][C:10]1([CH2:15][CH2:16][CH2:17][CH2:18][CH2:19][CH2:20][CH2:21][CH2:22][CH2:23][CH2:24][CH2:25][CH2:26][CH2:27][CH2:28][CH2:29][CH2:30][CH2:31][CH3:32])[CH2:11][O:14][C:12](=[O:41])[CH2:13]1)[C:2]1[CH:7]=[CH:6][CH:5]=[CH:4][CH:3]=1. Procedure details: A stirred solution containing 2.27 g (5.1 mmol) of the compound prepared in (b) above and 2.2 g (12.75 mmol) of m-chloroperbenzoic acid in 30 ml of anhydrous methylene chloride was refluxed for 10 hours under a nitrogen atmosphere. The reaction mixture was then cooled to room temperature, washed with 10 ml of a 2M sodium bisulfite solution, washed twice with 10 ml of a 2M sodium bicarbonate solution and washed with 10 ml of brine, after which time it was dried over magnesium sulfate, filtered an... The reactants are C(C)(=O)OCC (ethyl acetate), O=C1N(C(C2=CC=CC=C12)=O)C1CC2=C(NC=3C=CC(=CC23)C#N)C1 ((±)-2-(1,3-dioxo-1,3-dihydro-isoindol-2-yl)-1,2,3,4-tetrahydro-cyclopenta[b]indole-7-carbonitrile), BrCC1=NC(=CC=C1)F (2-bromomethyl-6-fluoro-pyridine), C([O-])([O-])=O.[Cs+].[Cs+] (cesium carbonate). Solvent: CN(C)C=O (DMF). Yields the product O=C1N(C(C2=CC=CC=C12)=O)C1CC2=C(N(C=3C=CC(=CC23)C#N)CC2=NC(=CC=C2)F)C1 ((±)-2-(1,3-Dioxo-1,3-dihydro-isoindol-2-yl)-4-(6-fluoro-pyridin-2-ylmethyl)-1,2,3,4-tetrahydro-cyclopenta[b]indole-7-carbonitrile). Yield: 88.4%. Reaction SMILES: [O:1]=[C:2]1[C:10]2[C:5](=[CH:6][CH:7]=[CH:8][CH:9]=2)[C:4](=[O:11])[N:3]1[CH:12]1[CH2:25][C:15]2[NH:16][C:17]3[CH:18]=[CH:19][C:20]([C:23]#[N:24])=[CH:21][C:22]=3[C:14]=2[CH2:13]1.Br[CH2:27][C:28]1[CH:33]=[CH:32][CH:31]=[C:30]([F:34])[N:29]=1.C(=O)([O-])[O-].[Cs+].[Cs+].C(OCC)(=O)C>CN(C=O)C>[O:11]=[C:4]1[C:5]2[C:10](=[CH:9][CH:8]=[CH:7][CH:6]=2)[C:2](=[O:1])[N:3]1[CH:12]1[CH2:25][C:15]2[N:16]([CH2:27][C:28]3[CH:33]=[CH:32][CH:31]=[C:30]([F:34])[N:29]=3)[C:17]3[CH:18]=[CH:19][C:20]([C:23]#[N:24])=[CH:21][C:22]=3[C:14]=2[CH2:13]1 |f:2.3.4|. Procedure details: Dissolve (±)-2-(1,3-dioxo-1,3-dihydro-isoindol-2-yl)-1,2,3,4-tetrahydro-cyclopenta[b]indole-7-carbonitrile (6.88 g, 21.0 mmol) and 2-bromomethyl-6-fluoro-pyridine (3.99 g, 21.0 mmol) in DMF (80 mL). Add cesium carbonate (7.51 g, 23.1 mmol, 1.10 equivalents) and stir the reaction mixture at room temperature under nitrogen for 48 h. Dilute the reaction with ethyl acetate, wash with water (3×), dry over anhydrous sodium sulfate, filter, and concentrate to obtain a semi-solid (8.10 g). Purify the cr... The reactants are N1(N=CN=C1)C1=CC=C(C=N1)C(C)=O (1-(6-(1H-1,2,4-triazol-1-yl)pyridin-3-yl)ethanone), ClC=1C=C(C=C(C1)Cl)C(C(F)(F)F)=O (3′,5′-dichloro-2,2,2-trifluoroacetophenone), C(CCC)N(CCCC)CCCC (tributylamine). Run in C1(=CC=CC=C1)C (toluene). Conditions: temperature 60 celsius, time 7 hour. Product: N1(N=CN=C1)C1=CC=C(C=N1)C(CC(C(F)(F)F)(O)C1=CC(=CC(=C1)Cl)Cl)=O (1-(6-(1H-1,2,4-triazol-1-yl)pyridin-3-yl)-3-(3,5-dichlorophenyl)-4,4,4-trifluoro-3-hydroxybutan-1-one). The yield is 73.1%. RXN SMILES: [N:1]1([C:6]2[N:11]=[CH:10][C:9]([C:12](=[O:14])[CH3:13])=[CH:8][CH:7]=2)[CH:5]=[N:4][CH:3]=[N:2]1.[Cl:15][C:16]1[CH:17]=[C:18]([C:23](=[O:28])[C:24]([F:27])([F:26])[F:25])[CH:19]=[C:20]([Cl:22])[CH:21]=1.C(N(CCCC)CCCC)CCC>C1(C)C=CC=CC=1>[N:1]1([C:6]2[N:11]=[CH:10][C:9]([C:12](=[O:14])[CH2:13][C:23]([C:18]3[CH:19]=[C:20]([Cl:22])[CH:21]=[C:16]([Cl:15])[CH:17]=3)([OH:28])[C:24]([F:27])([F:26])[F:25])=[CH:8][CH:7]=2)[CH:5]=[N:4][CH:3]=[N:2]1. Reported procedure: 1.10 g (5.84 mmol) of 1-(6-(1H-1,2,4-triazol-1-yl)pyridin-3-yl)ethanone, 1.42 g (5.84 mmol) of 3′,5′-dichloro-2,2,2-trifluoroacetophenone, 2.84 g of toluene and 0.32 g (1.75 mmol) of tributylamine were fed and the mixture was stirred for 7 hours at 60° C. After leaving the reaction mixture for one night at room temperature, the solid was filtered under reduced pressure to obtain 1.84 g of 1-(6-(1H-1,2,4-triazol-1-yl)pyridin-3-yl)-3-(3,5-dichlorophenyl)-4,4,4-trifluoro-3-hydroxybutan-1-one as a w...